From a dataset of the Open Reaction Database (ORD), a public repository of structured organic reaction records. describe an organic reaction: reactants, conditions, products, and yield Run in CO (methanol). The reagents and catalysts are [Pd] (Pd-C). Yields the product OC(COC1=C(C=CC=C1)CCC(=O)OC)CNCCNC(CCC)=O (Methyl 3-[2-[2-Hydroxy-3-[N-[2-(methylpropionamido)ethyl]amino]-propoxy]phenyl]propionate). The yield is 85.3%. RXN SMILES: [OH:1][CH:2]([CH2:17][NH:18][CH2:19][CH2:20][NH:21][C:22](=[O:26])[CH2:23][CH2:24][CH3:25])[CH2:3][O:4][C:5]1[CH:16]=[CH:15][CH:14]=[CH:13][C:6]=1[CH:7]=[CH:8][C:9]([O:11][CH3:12])=[O:10].[H][H]>CO.[Pd]>[OH:1][CH:2]([CH2:17][NH:18][CH2:19][CH2:20][NH:21][C:22](=[O:26])[CH2:23][CH2:24][CH3:25])[CH2:3][O:4][C:5]1[CH:16]=[CH:15][CH:14]=[CH:13][C:6]=1[CH2:7][CH2:8][C:9]([O:11][CH3:12])=[O:10]. The reactants are OC(COC1=C(C=CC(=O)OC)C=CC=C1)CNCCNC(CCC)=O (methyl 2-[2-hydroxy-3-[N-[2-(methylpropionamido)ethyl]amino]propoxy]cinnamate), [H][H] (hydrogen). Procedure: A solution of 3.0 g (0.008 mole) of methyl 2-[2-hydroxy-3-[N-[2-(methylpropionamido)ethyl]amino]propoxy]cinnamate in 100 ml of methanol was treated with 0.3 g of 10% Pd-C catalyst and hydrogenated at 40 psi until no further uptake of hydrogen was observed (about 48 hr.). The catalyst was removed by filtration and the filtrate concentrated under reduced pressure to a solid, which was recrystallized from methanol:ether to provide 2.5 g (83%) of product, having a melting point of 119°-120° C. The I... The reactants are COC(=O)C=1N(C(C2=CC=C(C=C2C1C1=CC=CC=C1)Cl)=O)CC1=CC=C(C=C1)C(=O)OC (6-chloro-2-(4-methoxycarbonylbenzyl)-1-oxo-4-phenyl-1,2-dihydroisoquinoline-3-carboxylic acid methyl ester), CO (methanol), [OH-].[Na+] (sodium hydroxide). The solvent is O1CCCC1 (tetrahydrofuran). Conditions: time 12 hour. The product is COC(=O)C=1N(C(C2=CC=C(C=C2C1C1=CC=CC=C1)Cl)=O)CC1=CC=C(C=C1)C(=O)O (6-chloro-2-(4-carboxybenzyl)-1-oxo-4-phenyl-1,2-dihydroisoquinoline-3-carboxylic acid methyl ester). The yield is 52.4%. RXN SMILES: [CH3:1][O:2][C:3]([C:5]1[N:6]([CH2:23][C:24]2[CH:29]=[CH:28][C:27]([C:30]([O:32]C)=[O:31])=[CH:26][CH:25]=2)[C:7](=[O:22])[C:8]2[C:13]([C:14]=1[C:15]1[CH:20]=[CH:19][CH:18]=[CH:17][CH:16]=1)=[CH:12][C:11]([Cl:21])=[CH:10][CH:9]=2)=[O:4].CO.[OH-].[Na+]>O1CCCC1>[CH3:1][O:2][C:3]([C:5]1[N:6]([CH2:23][C:24]2[CH:25]=[CH:26][C:27]([C:30]([OH:32])=[O:31])=[CH:28][CH:29]=2)[C:7](=[O:22])[C:8]2[C:13]([C:14]=1[C:15]1[CH:16]=[CH:17][CH:18]=[CH:19][CH:20]=1)=[CH:12][C:11]([Cl:21])=[CH:10][CH:9]=2)=[O:4] |f:2.3|. Procedure: To a mixture of 6-chloro-2-(4-methoxycarbonylbenzyl)-1-oxo-4-phenyl-1,2-dihydroisoquinoline-3-carboxylic acid methyl ester (2.50 g), methanol (10 ml) and tetrahydrofuran (20 ml) was added 8N aqueous sodium hydroxide solution (1 ml) and the mixture was stirred at room temperature for 12 hrs. The solvent was evaporated under reduced pressure and water was added. The mixture was acidified with 1N hydrochloric acid and extracted with ethyl acetate. The extract was washed with saturated brine and dri... Starting materials: FC1=C(C=CC=C1)C1=NCC=2N(C3=C1C=C(C=C3)NC(=O)NCCO)C=NN2 (1-[6-(o-fluorophenyl)-4H-s-triazolo[4,3-a][1,4]benzodiazepin-8-yl]-3-(2-hydroxyethyl)urea), NC=1C=CC2=C(C(=NCC=3N2C=NN3)C3=C(C=CC=C3)Cl)C1 (8-amino-6-(o-chlorophenyl)-4H-s-triazolo-[4,3-a][1,4]benzodiazepine). The solvent is C(Cl)Cl (methylene chloride). The product is ClC1=C(C=CC=C1)C1=NCC=2N(C3=C1C=C(C=C3)N=C=O)C=NN2 ([6-(o-chlorophenyl)-4H-s-triazolo[4,3-a][1,4]benzodiazepin-8-yl]isocyanate). RXN SMILES: F[C:2]1[CH:7]=[CH:6][CH:5]=[CH:4][C:3]=1[C:8]1[C:14]2[CH:15]=[C:16]([NH:19][C:20](NCCO)=[O:21])[CH:17]=[CH:18][C:13]=2[N:12]2[CH:26]=[N:27][N:28]=[C:11]2[CH2:10][N:9]=1.NC1C=CC2N3C=NN=C3CN=C(C3C=CC=CC=3[Cl:49])C=2C=1>C(Cl)Cl>[Cl:49][C:2]1[CH:7]=[CH:6][CH:5]=[CH:4][C:3]=1[C:8]1[C:14]2[CH:15]=[C:16]([N:19]=[C:20]=[O:21])[CH:17]=[CH:18][C:13]=2[N:12]2[CH:26]=[N:27][N:28]=[C:11]2[CH2:10][N:9]=1. Procedure: A solution of [6-(o-chlorophenyl)-4H-s-triazolo[4,3-a][1,4]benzodiazepin-8-yl]isocyanate is prepared as described in paragraph (a) of Example 1 from 7.0 g (22.6 mmol) of 8-amino-6-(o-chlorophenyl)-4H-s-triazolo-[4,3-a][1,4]benzodiazepine, but using methylene chloride in place of 1,2-dichloroethane. Starting materials: C(C1=CC=CC=C1)C=1N=C(C2=C(CCN(CC2)CC2=CC=CC=C2)N1)OC (2,7-Dibenzyl-4-methoxy-6,7,8,9-tetrahydro-5H-pyrimido[4,5-d]azepine), C(=O)[O-].[NH4+] (ammonium formate). The reagents and catalysts are [Pd] (palladium on carbon). The solvent is CO (methanol). The product is C(C1=CC=CC=C1)C=1N=C(C2=C(CCNCC2)N1)OC (2-Benzyl-4-methoxy-6,7,8,9-tetrahydro-5H-pyrimido[4,5-d]azepine). The yield is 100.0%. RXN SMILES: [CH2:1]([C:8]1[N:9]=[C:10]([O:26][CH3:27])[C:11]2[CH2:17][CH2:16][N:15](CC3C=CC=CC=3)[CH2:14][CH2:13][C:12]=2[N:25]=1)[C:2]1[CH:7]=[CH:6][CH:5]=[CH:4][CH:3]=1.C([O-])=O.[NH4+]>CO.[Pd]>[CH2:1]([C:8]1[N:9]=[C:10]([O:26][CH3:27])[C:11]2[CH2:17][CH2:16][NH:15][CH2:14][CH2:13][C:12]=2[N:25]=1)[C:2]1[CH:3]=[CH:4][CH:5]=[CH:6][CH:7]=1 |f:1.2|. Procedure details: 2,7-Dibenzyl-4-methoxy-6,7,8,9-tetrahydro-5H-pyrimido[4,5-d]azepine of Preparation 38, Step C, (75 mg, 0.2 mmol) was dissolved in 10 ml of methanol and ammonium formate (66 mg, 1.04 mmol) and 10% palladium on carbon (20 mg) was added. The reaction was refluxed under nitrogen for 2 h. The reaction mixture was filtered through Arbocel and concentrated in vacuo. The residue was purified by column chromatography on Biotage 40S cartridge, eluting with DCM:MeOH:0.880NH3 (95:5:0.5 to 90:10:1), to affor... The reactants are O=C(N=C=S)c1ccccc1, C1CCOC1, Cl, Nc1cc(-c2ccccc2Cl)n[nH]1, [Na+], [OH-]. Yields the product NC(=S)Nc1cc(-c2ccccc2Cl)n[nH]1. RXN SMILES: [C:14](=[O:15])([c:16]1[cH:17][cH:18][cH:19][cH:20][cH:21]1)[N:22]=[C:23]=[S:24].[CH2:28]1[O:29][CH2:30][CH2:31][CH2:32]1.[ClH:27].[NH2:1][c:2]1[cH:3][c:4](-[c:7]2[c:8]([Cl:13])[cH:9][cH:10][cH:11][cH:12]2)[n:5][nH:6]1.[Na+:26].[OH-:25]>>[NH:1]([c:2]1[cH:3][c:4](-[c:7]2[c:8]([Cl:13])[cH:9][cH:10][cH:11][cH:12]2)[n:5][nH:6]1)[C:23]([NH2:22])=[S:24]. The reactants are COc1ccc2c(=O)c(-c3ccc(OCC4CO4)cc3)coc2c1, CCO, NC1CCCCC1. Yields the product COc1ccc2c(=O)c(-c3ccc(OCC(O)CNC4CCCCC4)cc3)coc2c1. RXN SMILES: [CH3:1][O:2][c:3]1[cH:4][cH:5][c:6]2[c:7](=[O:24])[c:8](-[c:13]3[cH:14][cH:15][c:16]([O:19][CH2:20][CH:21]4[O:22][CH2:23]4)[cH:17][cH:18]3)[cH:9][o:10][c:11]2[cH:12]1.[CH3:32][CH2:33][OH:34].[NH2:25][CH:26]1[CH2:27][CH2:28][CH2:29][CH2:30][CH2:31]1>>[CH3:1][O:2][c:3]1[cH:4][cH:5][c:6]2[c:7](=[O:24])[c:8](-[c:13]3[cH:14][cH:15][c:16]([O:19][CH2:20][CH:21]([OH:22])[CH2:23][NH:25][CH:26]4[CH2:27][CH2:28][CH2:29][CH2:30][CH2:31]4)[cH:17][cH:18]3)[cH:9][o:10][c:11]2[cH:12]1.